Dataset: the Open Reaction Database (ORD), a public repository of structured organic reaction records. Task: describe an organic reaction: reactants, conditions, products, and yield The reactants are [Br-], C1CCOC1, CC(C)(C)[O-], FCCC[P+](c1ccccc1)(c1ccccc1)c1ccccc1, O=CC1CCC(C2CCC(c3ccc(F)c(F)c3)CC2)CC1, [K+]. Product: FCCC=CC1CCC(C2CCC(c3ccc(F)c(F)c3)CC2)CC1. RXN SMILES: [Br-:1].[CH2:53]1[O:54][CH2:55][CH2:56][CH2:57]1.[CH3:25][C:26]([CH3:27])([O-:28])[CH3:29].[F:2][CH2:3][CH2:4][CH2:5][P+:6]([c:7]1[cH:8][cH:9][cH:10][cH:11][cH:12]1)([c:13]1[cH:14][cH:15][cH:16][cH:17][cH:18]1)[c:19]1[cH:20][cH:21][cH:22][cH:23][cH:24]1.[F:31][c:32]1[cH:33][c:34]([CH:39]2[CH2:40][CH2:41][CH:42]([CH:45]3[CH2:46][CH2:47][CH:48]([CH:51]=[O:52])[CH2:49][CH2:50]3)[CH2:43][CH2:44]2)[cH:35][cH:36][c:37]1[F:38].[K+:30]>>[F:2][CH2:3][CH2:4][CH:5]=[CH:51][CH:48]1[CH2:47][CH2:46][CH:45]([CH:42]2[CH2:41][CH2:40][CH:39]([c:34]3[cH:33][c:32]([F:31])[c:37]([F:38])[cH:36][cH:35]3)[CH2:44][CH2:43]2)[CH2:50][CH2:49]1. Starting materials: 3α,5α-dihydroxy-2β-[(3R)-3-hydroxy-4-phenoxy-trans-1-butenyl]-1α-cyclopentaneacetaldehyde γ-lactol bis(tetrahydropyranyl ether), C1=CC=CC=C1 (benzene), [Br-].FC(CCC[P+](C1=CC=CC=C1)(C1=CC=CC=C1)C1=CC=CC=C1)(C(=O)O)F (4,4-difluoro-4-carboxybutyltriphenylphosphonium bromide), S([O-])(O)(=O)=O.[K+] (Potassium bisulfate), [H-].[Na+] (Sodium hydride), CS(=O)C (dimethylsulfoxide), CS(=O)C (dimethylsulfoxide). Reaction conditions: temperature 20 celsius, time 30 minute. Yields the product 2,2-difluoro-16-phenoxy-17,18,19,20-tetranor-PGF2α, O1C(CCCC1)OC1OCCCC1 (tetrahydropyranyl ether). RXN SMILES: [H-].[Na+].CS(C)=O.[Br-].F[C:9](F)([C:32]([OH:34])=[O:33])[CH2:10][CH2:11][CH2:12][P+](C1C=CC=CC=1)(C1C=CC=CC=1)C1C=CC=CC=1.S(=O)(=O)(O)[O-:37].[K+].[CH:42]1C=[CH:46][CH:45]=[CH:44][CH:43]=1>>[O:37]1[CH2:46][CH2:45][CH2:44][CH2:43][CH:42]1[O:34][CH:32]1[CH2:9][CH2:10][CH2:11][CH2:12][O:33]1 |f:0.1,3.4,5.6|. Reported procedure: Sodium hydride (0.57 g., 57 percent in mineral oil) in 25 ml. of dimethylsulfoxide, is added to 3 g. of 4,4-difluoro-4-carboxybutyltriphenylphosphonium bromide. The reaction mixture is maintained at 20° C. with stirring for 30 min. A solution of 3α,5α-dihydroxy-2β-[(3R)-3-hydroxy-4-phenoxy-trans-1-butenyl]-1α-cyclopentaneacetaldehyde γ-lactol bis(tetrahydropyranyl ether), 1.57 g., in 10 ml. of dimethylsulfoxide is added. The reaction mixture is stirred at ambient temperature for 2 hr. and dilute... The reactants are CC(C)(C)OC(=O)n1nc(-c2cccc(F)c2)c2cc([N+](=O)[O-])ccc21, [H][H], C1CCOC1, [Pd]. Product: CC(C)(C)OC(=O)n1nc(-c2cccc(F)c2)c2cc(N)ccc21. As a reaction SMILES: [F:1][c:2]1[cH:3][c:4](-[c:8]2[n:9][n:10]([C:20](=[O:21])[O:22][C:23]([CH3:24])([CH3:25])[CH3:26])[c:11]3[cH:12][cH:13][c:14]([N+:17]([O-:18])=[O:19])[cH:15][c:16]23)[cH:5][cH:6][cH:7]1.[H:27][H:28].[O:29]1[CH2:30][CH2:31][CH2:32][CH2:33]1.[Pd:34]>>[F:1][c:2]1[cH:3][c:4](-[c:8]2[n:9][n:10]([C:20](=[O:21])[O:22][C:23]([CH3:24])([CH3:25])[CH3:26])[c:11]3[cH:12][cH:13][c:14]([NH2:17])[cH:15][c:16]23)[cH:5][cH:6][cH:7]1. The reactants are CC(=O)Nc1nc(C)c(S(=O)(=O)Nc2cc(C)cc(NC(=O)OC(C)(C)C)n2)s1, CO, [Na+], [OH-]. Product: Cc1cc(NC(=O)OC(C)(C)C)nc(NS(=O)(=O)c2sc(N)nc2C)c1. As a reaction SMILES: [C:1](=[O:2])([CH3:3])[NH:4][c:5]1[s:6][c:7]([S:11](=[O:12])(=[O:13])[NH:14][c:15]2[cH:16][c:17]([CH3:29])[cH:18][c:19]([NH:21][C:22]([O:23][C:24]([CH3:25])([CH3:26])[CH3:27])=[O:28])[n:20]2)[c:8]([CH3:10])[n:9]1.[CH3:32][OH:33].[Na+:31].[OH-:30]>>[NH2:4][c:5]1[s:6][c:7]([S:11](=[O:12])(=[O:13])[NH:14][c:15]2[cH:16][c:17]([CH3:29])[cH:18][c:19]([NH:21][C:22]([O:23][C:24]([CH3:25])([CH3:26])[CH3:27])=[O:28])[n:20]2)[c:8]([CH3:10])[n:9]1. Reactants: FC=1C=C2C(=NC1)N(C=N2)CC2=CC1=C(N=C(S1)S(=O)C)C=C2 (6-((6-fluoro-3H-imidazo[4,5-b]pyridin-3-yl)methyl)-2-(methylsulfinyl)benzo[d]thiazole), C1[C@H]([C@@H](C2=CC=CC=C21)N)O ((1R,2R)-(−)-trans-1-amino-2-indanol), CCN(C(C)C)C(C)C (DIEA), C1[C@H]([C@@H](C2=CC=CC=C21)N)O ((1R,2R)-(−)-trans-1-amino-2-indanol), CCN(C(C)C)C(C)C (DIEA). Run in CC(=O)N(C)C (DMA). Run at temperature 150 celsius. Product: FC=1C=C2C(=NC1)N(C=N2)CC2=CC1=C(N=C(S1)N[C@H]1[C@@H](CC3=CC=CC=C13)O)C=C2 ((1R,2R)-1-((6-((6-fluoro-3H-imidazo[4,5-b]pyridin-3-yl)methyl)benzo[d]thiazol-2-yl)amino)-2,3-dihydro-1H-inden-2-ol). Yield: 16.1%. As a reaction SMILES: [F:1][C:2]1[CH:3]=[C:4]2[N:10]=[CH:9][N:8]([CH2:11][C:12]3[CH:23]=[CH:22][C:15]4[N:16]=[C:17](S(C)=O)[S:18][C:14]=4[CH:13]=3)[C:5]2=[N:6][CH:7]=1.[CH2:24]1[C:32]2[C:27](=[CH:28][CH:29]=[CH:30][CH:31]=2)[C@@H:26]([NH2:33])[C@@H:25]1[OH:34].CCN(C(C)C)C(C)C>CC(N(C)C)=O>[F:1][C:2]1[CH:3]=[C:4]2[N:10]=[CH:9][N:8]([CH2:11][C:12]3[CH:23]=[CH:22][C:15]4[N:16]=[C:17]([NH:33][C@@H:26]5[C:27]6[C:32](=[CH:31][CH:30]=[CH:29][CH:28]=6)[CH2:24][C@H:25]5[OH:34])[S:18][C:14]=4[CH:13]=3)[C:5]2=[N:6][CH:7]=1. Reported procedure: A stirred mixture of 6-((6-fluoro-3H-imidazo[4,5-b]pyridin-3-yl)methyl)-2-(methylsulfinyl)benzo[d]thiazole (120 mg, 0.346 mmol) from Step 4 of Example 70, (1R,2R)-(−)-trans-1-amino-2-indanol (103 mg, 0.692 mmol), and DIEA (89 mg, 0.692 mmol) in anhydrous DMA (2.5 mL) was heated in a Biotage microwave synthesizer at 150° C. for 30 min. LCMS analysis indicated that the reaction was incomplete. Additional (1R,2R)-(−)-trans-1-amino-2-indanol (103 mg, 0.692 mmol) and DIEA (89 mg, 0.692 mmol) were add... The reactants are C(#N)C(C(=O)N)=C(C1=CC=C(C=C1)C)SC (2-cyano-3-methylthio-3-(4-tolyl)acrylamide), Cl.N(N)CC(=O)OCC (ethyl hydrazinoacetate hydrochloride), [OH-].[Na+] (sodium hydroxide), C(#N)C(C(=O)N)=C(C1=CC=C(C=C1)C)SC (2-cyano-3-methylthio-3-(4-tolyl)acrylamide), crude product, CO (methanol). Solvent: C(Cl)Cl (CH2Cl2). The product is NC1=C(C(=NN1CC(=O)OCC)C1=CC=C(C=C1)C)C(=O)N (5-Amino-1-[(ethoxycarbonyl)methyl]-3-(4-tolyl)pyrazole-4-carboxamide). Yield: 27.5%. RXN SMILES: [C:1]([C:3](=[C:7](SC)[C:8]1[CH:13]=[CH:12][C:11]([CH3:14])=[CH:10][CH:9]=1)[C:4]([NH2:6])=[O:5])#[N:2].Cl.[NH:18]([CH2:20][C:21]([O:23][CH2:24][CH3:25])=[O:22])[NH2:19].[OH-].[Na+].CO>C(Cl)Cl>[NH2:2][C:1]1[N:18]([CH2:20][C:21]([O:23][CH2:24][CH3:25])=[O:22])[N:19]=[C:7]([C:8]2[CH:13]=[CH:12][C:11]([CH3:14])=[CH:10][CH:9]=2)[C:3]=1[C:4]([NH2:6])=[O:5] |f:1.2,3.4|. Procedure: The title compound was prepared from 2-cyano-3-methylthio-3-(4-tolyl)acrylamide (425 mg, 1.83 mmol), ethyl hydrazinoacetate hydrochloride (311 mg, 2.01 mmol) and sodium hydroxide (80 mg, 2.01 mmol) following the procedure used for the compound of Example 12. The crude product was subjected to column chromatography (SiO2, 10% methanol in CH2Cl2) and was recrystallised from ethyl acetate to give the title compound as white crystals (152 mg) m.p. 179°. δH (CDCl3) 7.43 (2H, d, J 8.1 Hz), 7.26 (2H, d... Reactants: Cl (HCl), ClC1=C(C=C(CNC(OC(C)(C)C)=O)C=C1)NC1=NC2=C(N1C)C=C(C(=C2)Cl)N2CC(CCC2)C(F)(F)F (tert-butyl N-{4-chloro-3-[5-chloro-1-methyl-6-(3-(trifluoromethyl)piperidin-1-yl)-1H-benzo[d]imidazol-2-ylamino]benzyl}-carbamate). Run in O (water), C(=O)([O-])[O-].[K+].[K+] (K2CO3), O1CCOCC1 (dioxane), O1CCOCC1 (dioxane). Run at time 2 hour. The product is ClC1=C(C=C(CN)C=C1)NC1=NC2=C(N1C)C=C(C(=C2)Cl)N2CC(CCC2)C(F)(F)F (4-Chloro-3-[5-chloro-1-methyl-6-(3-(trifluoromethyl)piperidin-1-yl)-1H-benzo[d]imidazol-2-ylamino]benzylamine). Reaction SMILES: Cl.[Cl:2][C:3]1[CH:17]=[CH:16][C:6]([CH2:7][NH:8]C(=O)OC(C)(C)C)=[CH:5][C:4]=1[NH:18][C:19]1[N:23]([CH3:24])[C:22]2[CH:25]=[C:26]([N:30]3[CH2:35][CH2:34][CH2:33][CH:32]([C:36]([F:39])([F:38])[F:37])[CH2:31]3)[C:27]([Cl:29])=[CH:28][C:21]=2[N:20]=1>O1CCOCC1.O.C([O-])([O-])=O.[K+].[K+]>[Cl:2][C:3]1[CH:17]=[CH:16][C:6]([CH2:7][NH2:8])=[CH:5][C:4]=1[NH:18][C:19]1[N:23]([CH3:24])[C:22]2[CH:25]=[C:26]([N:30]3[CH2:35][CH2:34][CH2:33][CH:32]([C:36]([F:38])([F:37])[F:39])[CH2:31]3)[C:27]([Cl:29])=[CH:28][C:21]=2[N:20]=1 |f:4.5.6|. Reported procedure: 4 M HCl in dioxane (20 mL) was added to tert-butyl N-{4-chloro-3-[5-chloro-1-methyl-6-(3-(trifluoromethyl)piperidin-1-yl)-1H-benzo[d]imidazol-2-ylamino]benzyl}-carbamate (700 mg, 1.2 mmol) in dioxane (20 mL). The reaction mixture was stirred at rt for 2 h then diluted with water and aq. K2CO3-solution and stirred for 1 h at rt. The mixture was concentrated, filtered and the filtercake was washed with water and dried to give the sub-title compound. Reactants: COS(=O)(=O)OC, [K+], [OH-], O, Cc1ccccc1Sc1cccc(CO)c1O. Yields the product COc1c(CO)cccc1Sc1ccccc1C. Reaction SMILES: [CH3:20][O:21][S:22]([O:23][CH3:24])(=[O:25])=[O:26].[K+:2].[OH-:1].[OH2:27].[OH:3][c:4]1[c:5]([CH2:6][OH:7])[cH:8][cH:9][cH:10][c:11]1[S:12][c:13]1[c:14]([CH3:19])[cH:15][cH:16][cH:17][cH:18]1>>[O:3]([c:4]1[c:5]([CH2:6][OH:7])[cH:8][cH:9][cH:10][c:11]1[S:12][c:13]1[c:14]([CH3:19])[cH:15][cH:16][cH:17][cH:18]1)[CH3:20].